describe an organic reaction: reactants, conditions, products, and yield From a dataset of the Open Reaction Database (ORD), a public repository of structured organic reaction records. Reactants: O (Water), C1(=CC=CC=C1)P(C1=CC=CC=C1)C1=CC=CC=C1 (triphenylphosphine), BrN1C(CCC1=O)=O (N-bromosuccinimide), ClC=1C(=C(C=CC1)CCCO)C (3-(3-chloro-2-methylphenyl)-1-propanol). Yield: 90.9%. RXN SMILES: [Cl:1][C:2]1[C:3]([CH3:12])=[C:4]([CH2:8][CH2:9][CH2:10]O)[CH:5]=[CH:6][CH:7]=1.C1(P(C2C=CC=CC=2)C2C=CC=CC=2)C=CC=CC=1.[Br:32]N1C(=O)CCC1=O.O>C(Cl)Cl>[Br:32][CH2:10][CH2:9][CH2:8][C:4]1[CH:5]=[CH:6][CH:7]=[C:2]([Cl:1])[C:3]=1[CH3:12]. Yields the product BrCCCC1=C(C(=CC=C1)Cl)C (1-(3-bromopropyl)-3-chloro-2-methylbenzene). The solvent is C(Cl)Cl (methylene chloride). Reported procedure: Compound 54-2 (2.10 g) was dissolved in methylene chloride (40 ml), triphenylphosphine (3.30 g) and N-bromosuccinimide (2.23 g) were added under ice-cooling, and the mixture was stirred under ice-cooling for 2 hr. Water was added to the reaction mixture, and the mixture was extracted with methylene chloride and washed with saturated brine, and dried over anhydrous sodium sulfate. The solvent was evaporated under reduced pressure. Diethyl ether was added, and the precipitated triphenylphosphine o... Reactants: COC(=O)c1cnc2[nH]c(CNC(=O)OC(C)(C)C)nc2c1, Cl, [Li+], [OH-], O. The product is CC(C)(C)OC(=O)NCc1nc2cc(C(=O)O)cnc2[nH]1. As a reaction SMILES: [C:1]([CH3:2])([CH3:3])([CH3:4])[O:5][C:6](=[O:7])[NH:8][CH2:9][c:10]1[n:11][c:12]2[c:13]([n:14][cH:15][c:16]([C:18](=[O:19])[O:20][CH3:21])[cH:17]2)[nH:22]1.[ClH:26].[Li+:25].[OH-:24].[OH2:23]>>[C:1]([CH3:2])([CH3:3])([CH3:4])[O:5][C:6](=[O:7])[NH:8][CH2:9][c:10]1[n:11][c:12]2[c:13]([n:14][cH:15][c:16]([C:18](=[O:19])[OH:20])[cH:17]2)[nH:22]1. Starting materials: C(C)(C)C1=C(C=CC=C1)O (2-isopropylphenol), C(CC)(=O)Cl (propionyl chloride). The product is OC1=C(C=C(C=C1)C(CC)=O)C(C)C (1-(4-Hydroxy-3-isopropylphenyl)propan-1-one). Yield: 32.1%. As a reaction SMILES: [CH:1]([C:4]1[CH:9]=[CH:8][CH:7]=[CH:6][C:5]=1[OH:10])([CH3:3])[CH3:2].[C:11](Cl)(=[O:14])[CH2:12][CH3:13]>>[OH:10][C:5]1[CH:6]=[CH:7][C:8]([C:11](=[O:14])[CH2:12][CH3:13])=[CH:9][C:4]=1[CH:1]([CH3:3])[CH3:2]. Procedure details: In a manner similar to that of Example 1(a), by reacting 10 g (73 mmol) of 2-isopropylphenol with 6.3 ml (73 mmol) of propionyl chloride, 4.5 g (32%) of the expected product are obtained in the form of white crystals with a melting point of 105° C. Procedure: A solution of 2.11 g of 3-{[(R)-1-(3-dipropylcarbamoyl-benzoylamino)-2-phenyl-ethyl]-hydroxy-phosphinoyl}-2-methyl-propionic acid methyl ester in 8 ml of MeOH was treated with a solution of 865 mg of LiOH.H2O in 2 ml of H2O and the turbid solution was stirred at 20° C. for 1.5 h. The mixture was evaporated and the residue partitioned between aqueous HCl (pH=2) and AcOEt. The organic layer was washed with brine, dried and evaporated to give 1.54 g of the title compound. MS: 501.4 (M−H)—. As a reaction SMILES: C[O:2][C:3](=[O:36])[CH:4]([CH3:35])[CH2:5][P:6]([C@@H:9]([NH:17][C:18](=[O:34])[C:19]1[CH:24]=[CH:23][CH:22]=[C:21]([C:25](=[O:33])[N:26]([CH2:30][CH2:31][CH3:32])[CH2:27][CH2:28][CH3:29])[CH:20]=1)[CH2:10][C:11]1[CH:16]=[CH:15][CH:14]=[CH:13][CH:12]=1)([OH:8])=[O:7].O[Li].O>CO.O>[CH2:30]([N:26]([CH2:27][CH2:28][CH3:29])[C:25]([C:21]1[CH:20]=[C:19]([CH:24]=[CH:23][CH:22]=1)[C:18]([NH:17][C@H:9]([P:6]([OH:8])([CH2:5][CH:4]([CH3:35])[C:3]([OH:36])=[O:2])=[O:7])[CH2:10][C:11]1[CH:16]=[CH:15][CH:14]=[CH:13][CH:12]=1)=[O:34])=[O:33])[CH2:31][CH3:32] |f:1.2|. Yields the product C(CC)N(C(=O)C=1C=C(C(=O)N[C@@H](CC2=CC=CC=C2)P(=O)(CC(C(=O)O)C)O)C=CC1)CCC (3-{[(R)-1-(3-dipropylcarbamoyl-benzoylamino)-2-phenyl-ethyl]-hydroxy-phosphinoyl}-2-methyl-propionic Acid). Solvent: CO (MeOH), O (H2O). Reactants: COC(C(CP(=O)(O)[C@H](CC1=CC=CC=C1)NC(C1=CC(=CC=C1)C(N(CCC)CCC)=O)=O)C)=O (3-{[(R)-1-(3-dipropylcarbamoyl-benzoylamino)-2-phenyl-ethyl]-hydroxy-phosphinoyl}-2-methyl-propionic acid methyl ester), O[Li].O (LiOH.H2O). Reaction conditions: temperature 20 celsius, time 1.5 hour. Yield: 75.0%. The reactants are ClC1=C(C=CC=C1)C1CC(C=2C(=NNC2C1)C)=O (6-(2-chlorophenyl)-3-methyl-4-oxo-4,5,6,7-tetrahydroindazole), C1(=CC=C(C=C1)S(=O)(=O)O)C.NNC(=N)NO (1-amino-3-hydroxyguanidine p-toluenesulfonate), Cl (hydrochloric acid). Run in C(C)O (ethanol), C(C)O (ethanol). Reaction conditions: temperature 85 celsius, time 1 hour. The product is Cl.ClC1=C(C=CC=C1)C1CC(C=2C(=NNC2C1)C)=NNC(NO)=N (6-(2-chlorophenyl)-4-(1-hydroxyguanidin-3-yl)imino-3-methyl-4,5,6,7-tetrahydroindazole hydrochloride). The yield is 74.8%. As a reaction SMILES: [Cl:1][C:2]1[CH:7]=[CH:6][CH:5]=[CH:4][C:3]=1[CH:8]1[CH2:16][C:15]2[NH:14][N:13]=[C:12]([CH3:17])[C:11]=2[C:10](=O)[CH2:9]1.C1(C)C=CC(S(O)(=O)=O)=CC=1.[NH2:30][NH:31][C:32]([NH:34][OH:35])=[NH:33].Cl>C(O)C>[ClH:1].[Cl:1][C:2]1[CH:7]=[CH:6][CH:5]=[CH:4][C:3]=1[CH:8]1[CH2:16][C:15]2[NH:14][N:13]=[C:12]([CH3:17])[C:11]=2[C:10](=[N:30][NH:31][C:32](=[NH:33])[NH:34][OH:35])[CH2:9]1 |f:1.2,5.6|. Procedure details: A mixture of 6-(2-chlorophenyl)-3-methyl-4-oxo-4,5,6,7-tetrahydroindazole (1.14 g), 1-amino-3-hydroxyguanidine p-toluenesulfonate (1.26 g) and concentrated hydrochloric acid (0.44 ml) in ethanol (12 ml) was stirred at 85° C. (bath temperature) for 1 hour. The reaction solution was concentrated under reduced pressure, and to the residue were added ethyl acetate (50 ml), tetrahydrofuran (20 ml) and an aqueous solution (20 ml) of anhydrous potassium carbonate (1.4 g). The mixture was shaken, and th... Starting materials: C(C)N1C=C(C(C=2C=C3C(=NC12)C=C(C(=C3)F)F)=O)C(=O)O (1-ethyl-7,8-difluoro-4-oxo-1,4-dihydrobenzo[b][1,8]naphthyridine-3-carboxylic acid), FC=1C=C(C=CC1)C1NCCNC1 ((RS)-2-(3-fluorophenyl)piperazine). Yields the product C(C)N1C=C(C(C=2C=C3C(=NC12)C=C(C(=C3)F)N3CC(NCC3)C3=CC(=CC=C3)F)=O)C(=O)O ((RS)-1-ethyl-7-fluoro-8-[3-(3-fluorophenyl)-1-piperazinyl]-4-oxo-1,4-dihydrobenzo[b][1,8]-naphthyridine-3-carboxylic acid). The yield is 87.3%. As a reaction SMILES: [CH2:1]([N:3]1[C:12]2[N:11]=[C:10]3[CH:13]=[C:14](F)[C:15]([F:17])=[CH:16][C:9]3=[CH:8][C:7]=2[C:6](=[O:19])[C:5]([C:20]([OH:22])=[O:21])=[CH:4]1)[CH3:2].[F:23][C:24]1[CH:25]=[C:26]([CH:30]2[CH2:35][NH:34][CH2:33][CH2:32][NH:31]2)[CH:27]=[CH:28][CH:29]=1>>[CH2:1]([N:3]1[C:12]2[N:11]=[C:10]3[CH:13]=[C:14]([N:34]4[CH2:33][CH2:32][NH:31][CH:30]([C:26]5[CH:27]=[CH:28][CH:29]=[C:24]([F:23])[CH:25]=5)[CH2:35]4)[C:15]([F:17])=[CH:16][C:9]3=[CH:8][C:7]=2[C:6](=[O:19])[C:5]([C:20]([OH:22])=[O:21])=[CH:4]1)[CH3:2]. Procedure details: Working under the conditions of Example 16, but starting with 1-ethyl-7,8-difluoro-4-oxo-1,4-dihydrobenzo[b][1,8]naphthyridine-3-carboxylic acid (1.5 g) and (RS)-2-(3-fluorophenyl)piperazine (1.98 g), (RS)-1-ethyl-7-fluoro-8-[3-(3-fluorophenyl)-1-piperazinyl]-4-oxo-1,4-dihydrobenzo[b][1,8]-naphthyridine-3-carboxylic acid (2 g) is obtained in the form of a yellow solid, m.p. 284° C. The reactants are OC1=CC=C2C=CNC2=C1 (6-hydroxy-indole), C(C=C)OC=1C=C2C(=CN(C2=CC1)C(=O)N)N=C=O (5-allyloxy-3-isocyanato-indole-1-carboxylic acid amide). Product: C(C=C)OC1=CC=C2C(=CN(C2=C1)C(=O)N)N=C=O (6-Allyloxy-3-isocyanato-indole-1-carboxylic acid amide). RXN SMILES: [OH:1][C:2]1C=C2C(C=CN2)=[CH:4][CH:3]=1.C(O[C:15]1[CH:16]=[C:17]2[C:21](=[CH:22][CH:23]=1)[N:20]([C:24]([NH2:26])=[O:25])[CH:19]=[C:18]2[N:27]=[C:28]=[O:29])C=C>>[CH2:2]([O:1][C:23]1[CH:22]=[C:21]2[C:17]([C:18]([N:27]=[C:28]=[O:29])=[CH:19][N:20]2[C:24]([NH2:26])=[O:25])=[CH:16][CH:15]=1)[CH:3]=[CH2:4]. Procedure: was prepared from 6-hydroxy-indole using the protocol described for the preparation of 5-allyloxy-3-isocyanato-indole-1-carboxylic acid amide in Scheme A4. Reactants: S(=O)(=O)(Cl)Cl (sulfuryl chloride), O(C(=O)[C@H]1CN(C)[C@@H]2CC3CNC4=CC=CC(C2=C1)=C34)C (methyl dihydrolysergate), B(F)(F)F.CCOCC (boron trifluoride etherate). The solvent is C(Cl)Cl (methylene dichloride), C(Cl)Cl (methylene dichloride). The product is methyl ester, ClC1C2C[C@H]3N(C[C@H](C(OC)=O)C=C3C=3C=CC=C(N1)C32)C (methyl 2-chlorodihydrolysergate). Reaction SMILES: [O:1]([CH3:21])[C:2]([C@@H:4]1[CH:19]=[C:18]2[C@@H:8]([CH2:9][CH:10]3[C:20]4[C:13](=[CH:14][CH:15]=[CH:16][C:17]2=4)[NH:12][CH2:11]3)[N:6]([CH3:7])[CH2:5]1)=[O:3].B(F)(F)F.CCOCC.S(Cl)([Cl:34])(=O)=O>C(Cl)Cl>[Cl:34][CH:11]1[NH:12][C:13]2[C:20]3[CH:10]1[CH2:9][C@@H:8]1[C:18]([C:17]=3[CH:16]=[CH:15][CH:14]=2)=[CH:19][C@@H:4]([C:2](=[O:3])[O:1][CH3:21])[CH2:5][N:6]1[CH3:7] |f:1.2|. Reported procedure: 885 mg. of methyl dihydrolysergate were dissolved in 50 ml. of methylene dichloride. 0.95 ml. of boron trifluoride etherate were added and the reaction mixture cooled to a temperature in the range 0°-5° C. A solution of 0.27 ml. sulfuryl chloride in 20 ml. of methylene dichloride was added in dropwise fashion. The reaction mixture was stirred and cooled for about 15 minutes and then quenched by pouring into an ice-dilute ammonium hydroxide mixture. D-2-chloro-6-methyl-8-carboxyergoline, methyl e... The reactants are [OH-].[Li+] (Lithium hydroxide), N1(CCCC1)CCCC1=C(C=CC(=C1)F)S(=O)(=O)NC1=CC=C2[C@@H]3[C@H](COC2=C1C(=O)OC)OCC3 (methyl cis-(3aRS,9bRS)-7-[2-(3-{pyrrolidin-1-yl}propyl)-4-fluorobenzenesulfonylamino]-1,3a,4,9b-tetrahydro-2H-furo[2,3-c]chromene-6-carboxylate), N1(CCCC1)CCCC1=C(C=CC(=C1)F)S(=O)(=O)NC1=CC=C2[C@@H]3[C@H](COC2=C1C(=O)OC)OCC3 (methyl cis-(3aRS,9bRS)-7-[2-(3-{pyrrolidin-1-yl}propyl)-4-fluorobenzenesulfonylamino]-1,3a,4,9b-tetrahydro-2H-furo[2,3-c]chromene-6-carboxylate), C(=O)O (formic acid). Run in O1CCOCC1 (dioxane), O (water). Reaction conditions: temperature 80 celsius. Yields the product N1(CCCC1)CCCC1=C(C=CC(=C1)F)S(=O)(=O)NC1=CC=C2[C@@H]3[C@H](COC2=C1C(=O)O)OCC3 (cis-(3aRS,9bRS)-7-[2-(3-{pyrrolidin-1-yl}propyl)-4-fluorobenzenesulfonylamino]-1,3a,4,9b-tetrahydro-2H-furo[2,3-c]chromene-6-carboxylic acid). Yield: 10.3%. RXN SMILES: [OH-].[Li+].[N:3]1([CH2:8][CH2:9][CH2:10][C:11]2[CH:16]=[C:15]([F:17])[CH:14]=[CH:13][C:12]=2[S:18]([NH:21][C:22]2[C:31]([C:32]([O:34]C)=[O:33])=[C:30]3[C:25]([C@H:26]4[CH2:38][CH2:37][O:36][C@H:27]4[CH2:28][O:29]3)=[CH:24][CH:23]=2)(=[O:20])=[O:19])[CH2:7][CH2:6][CH2:5][CH2:4]1.C(O)=O>O1CCOCC1.O>[N:3]1([CH2:8][CH2:9][CH2:10][C:11]2[CH:16]=[C:15]([F:17])[CH:14]=[CH:13][C:12]=2[S:18]([NH:21][C:22]2[C:31]([C:32]([OH:34])=[O:33])=[C:30]3[C:25]([C@H:26]4[CH2:38][CH2:37][O:36][C@H:27]4[CH2:28][O:29]3)=[CH:24][CH:23]=2)(=[O:20])=[O:19])[CH2:7][CH2:6][CH2:5][CH2:4]1 |f:0.1|. Procedure: Lithium hydroxide (0.028 g) was added to a solution of methyl cis-(3aRS,9bRS)-7-[2-(3-{pyrrolidin-1-yl}propyl)-4-fluorobenzenesulfonylamino]-1,3a,4,9b-tetrahydro-2H-furo[2,3-c]chromene-6-carboxylate (Intermediate 14, 0.06 g) in dioxane (2 mL) and water (1 mL) and the mixture was stirred and heated at 80° C. for 8 hours. After cooling, the mixture was acidified by addition of aqueous formic acid solution (10%) and extracted with DCM. The organic layer was dried (MgSO4) and filtered. The filtrate ... The reactants are O=C([O-])[O-], COc1ccc(S)c(Cl)c1Cl, O=[N+]([O-])c1ccc(F)cc1, [K+], [K+], CN(C)C=O, O. Yields the product COc1ccc(Sc2ccc([N+](=O)[O-])cc2)c(Cl)c1Cl. Reaction SMILES: [C:22](=[O:23])([O-:24])[O-:25].[Cl:1][c:2]1[c:3]([SH:11])[cH:4][cH:5][c:6]([O:9][CH3:10])[c:7]1[Cl:8].[F:12][c:13]1[cH:14][cH:15][c:16]([N+:19](=[O:20])[O-:21])[cH:17][cH:18]1.[K+:26].[K+:27].[O:28]=[CH:29][N:30]([CH3:31])[CH3:32].[OH2:33]>>[Cl:1][c:2]1[c:3]([S:11][c:13]2[cH:14][cH:15][c:16]([N+:19](=[O:20])[O-:21])[cH:17][cH:18]2)[cH:4][cH:5][c:6]([O:9][CH3:10])[c:7]1[Cl:8].